This data is from the Open Reaction Database (ORD), a public repository of structured organic reaction records. The task is: describe an organic reaction: reactants, conditions, products, and yield Starting materials: NC=1C(=NC(=C(C1C(=O)OCC)C(=O)OCC)S(=O)(=O)C1=CC=C(C=C1)C)C1=CC=CC=C1 (3-amino-4,5-diethoxycarbonyl-2-phenyl-6-(p-tolylsulfonyl)pyridine), O.NN (hydrazine monohydrate). Solvent: C(C)O (ethanol), C(C)O (ethanol). Conditions: temperature 90 celsius, time 2 hour. The product is NC1=C(N=C(C=2C(NNC(C21)=O)=O)S(=O)(=O)C2=CC=C(C=C2)C)C2=CC=CC=C2 (8-Amino-7-phenyl-5-(p-tolylsulfonyl)pyrido[3,4-d]pyridazine-1,4(2H,3H)dione). As a reaction SMILES: [NH2:1][C:2]1[C:3]([C:28]2[CH:33]=[CH:32][CH:31]=[CH:30][CH:29]=2)=[N:4][C:5]([S:18]([C:21]2[CH:26]=[CH:25][C:24]([CH3:27])=[CH:23][CH:22]=2)(=[O:20])=[O:19])=[C:6]([C:13]([O:15]CC)=O)[C:7]=1[C:8]([O:10]CC)=O.O.[NH2:35][NH2:36]>C(O)C>[NH2:1][C:2]1[C:7]2[C:8](=[O:10])[NH:36][NH:35][C:13](=[O:15])[C:6]=2[C:5]([S:18]([C:21]2[CH:22]=[CH:23][C:24]([CH3:27])=[CH:25][CH:26]=2)(=[O:19])=[O:20])=[N:4][C:3]=1[C:28]1[CH:29]=[CH:30][CH:31]=[CH:32][CH:33]=1 |f:1.2|. Procedure: To 0.251 g of 3-amino-4,5-diethoxycarbonyl-2-phenyl-6-(p-tolylsulfonyl)pyridine were added 2 ml of hydrazine monohydrate and 2 ml of ethanol, and the mixture was stirred at 90° C. for 2 hours. After ethanol was added, the mixture was cooled. The resulting precipitate was collected by filtration and washed with ethanol. The thus obtained precipitate was suspended in 30 ml of water, and 2 ml of acetic acid was added thereto. After the mixture was heated, it was cooled. The resulting precipitate wa... Starting materials: CC1(OCC(O1)CONC(=O)C1=CC2=C(N=CO2)C(=C1NC1=C(C=C(C=C1)I)F)F)C (N-((2,2-dimethyl-1,3-dioxolan-4-yl)methoxy)-4-fluoro-5-((2-fluoro-4-iodophenyl)amino)benzo[d]oxazole-6-carboxamide), FC(C(=O)O)(F)F (trifluoroacetic acid). Solvent: C(Cl)Cl (CH2Cl2). Reaction conditions: time 1 hour. Product: OC(CONC(=O)C1=CC2=C(N=CO2)C(=C1NC1=C(C=C(C=C1)I)F)F)CO (N-(2,3-dihydroxypropoxy)-4-fluoro-5-((2-fluoro-4-iodophenyl)amino)benzo[d]oxazole-6-carboxamide). Isolated yield 68.9%. As a reaction SMILES: CC1(C)[O:6][CH:5]([CH2:7][O:8][NH:9][C:10]([C:12]2[C:20]([NH:21][C:22]3[CH:27]=[CH:26][C:25]([I:28])=[CH:24][C:23]=3[F:29])=[C:19]([F:30])[C:15]3[N:16]=[CH:17][O:18][C:14]=3[CH:13]=2)=[O:11])[CH2:4][O:3]1.FC(F)(F)C(O)=O>C(Cl)Cl>[OH:6][CH:5]([CH2:4][OH:3])[CH2:7][O:8][NH:9][C:10]([C:12]1[C:20]([NH:21][C:22]2[CH:27]=[CH:26][C:25]([I:28])=[CH:24][C:23]=2[F:29])=[C:19]([F:30])[C:15]2[N:16]=[CH:17][O:18][C:14]=2[CH:13]=1)=[O:11]. Procedure details: To a solution of N-((2,2-dimethyl-1,3-dioxolan-4-yl)methoxy)-4-fluoro-5-((2-fluoro-4-iodophenyl)amino)benzo[d]oxazole-6-carboxamide (488 mg, 0.89 mmol) in CH2Cl2 (10 mL) was added trifluoroacetic acid (0.2 mL, 2.69 mmol). The mixture was stirred for 1 h and washed with saturated sodium bicarbonate (aq.). The aqueous layer was extracted by CH2Cl2 (10 mL×2). The combined organic layers were washed by water (10 mL) and brine (10 mL) sequentially, dried over Na2SO4, filtered and concentrated in vacu... Reactants: BrC1=CC2=C(N(C=N2)C=2C=C(C=C(C2)C2=C(C=C(C=C2)F)F)NS(=O)(=O)C2CC2)C=C1 (N-(5-(5-bromo-1H-benzo[d]imidazol-1-yl)-2′,4′-difluoro-[1,1′-biphenyl]-3-yl)cyclopropanesulfonamide), C([O-])([O-])=O.[K+].[K+] (potassium carbonate), C(C)N1CCNCC1 (1-ethylpiperazine), N1[C@H](C(=O)O)CCC1 (L-proline). Reagents/catalysts: [Cu]I (CuI). The solvent is CS(=O)C (DMSO). Reaction conditions: time 24 hour. Product: C(C)N1CCN(CC1)C1=CC2=C(N(C=N2)C=2C=C(C=C(C2)C2=C(C=C(C=C2)F)F)NS(=O)(=O)C2CC2)C=C1 (N-(5-(5-(4-ethylpiperazin-1-yl)-1H-benzo[d]imidazol-1-yl)-2′,4′-difluoro-[1,1′-biphenyl]-3-yl)cyclopropanesulfonamide). Isolated yield 18.0%. As a reaction SMILES: Br[C:2]1[CH:31]=[CH:30][C:5]2[N:6]([C:9]3[CH:10]=[C:11]([NH:23][S:24]([CH:27]4[CH2:29][CH2:28]4)(=[O:26])=[O:25])[CH:12]=[C:13]([C:15]4[CH:20]=[CH:19][C:18]([F:21])=[CH:17][C:16]=4[F:22])[CH:14]=3)[CH:7]=[N:8][C:4]=2[CH:3]=1.C(=O)([O-])[O-].[K+].[K+].[CH2:38]([N:40]1[CH2:45][CH2:44][NH:43][CH2:42][CH2:41]1)[CH3:39].N1CCC[C@H]1C(O)=O>CS(C)=O.[Cu]I>[CH2:38]([N:40]1[CH2:45][CH2:44][N:43]([C:2]2[CH:31]=[CH:30][C:5]3[N:6]([C:9]4[CH:10]=[C:11]([NH:23][S:24]([CH:27]5[CH2:29][CH2:28]5)(=[O:26])=[O:25])[CH:12]=[C:13]([C:15]5[CH:20]=[CH:19][C:18]([F:21])=[CH:17][C:16]=5[F:22])[CH:14]=4)[CH:7]=[N:8][C:4]=3[CH:3]=2)[CH2:42][CH2:41]1)[CH3:39] |f:1.2.3|. Procedure details: To a solution of the compound of N-(5-(5-bromo-1H-benzo[d]imidazol-1-yl)-2′,4′-difluoro-[1,1′-biphenyl]-3-yl)cyclopropanesulfonamide (110 mg, 0.198 mmol) in DMSO was added potassium carbonate (54 mg, 0.391 mmol, 2.0 eq.). The mixture was degassed by N2 bubbling for 10 min followed by addition of 1-ethylpiperazine (68 mg, 0.595 mmol, 3.0 eq.) and L-proline (4.5 mg) and CuI (3 mg). Then seal tube was closed and the mixture was kept at 95° C. for 24 h. The mixture was quenched and extracted as in E... The reactants are CC(C)(C)OC(=O)c1sc([N+](=O)[O-])c(S(=O)(=O)Cl)c1CNS(C)(=O)=O, CC#N, [NH4+], [OH-]. Yields the product CC(C)(C)OC(=O)c1sc([N+](=O)[O-])c(S(N)(=O)=O)c1CNS(C)(=O)=O. As a reaction SMILES: [C:3](=[O:4])([O:5][C:6]([CH3:7])([CH3:8])[CH3:9])[c:10]1[c:11]([CH2:22][NH:23][S:24](=[O:25])(=[O:26])[CH3:27])[c:12]([S:18](=[O:19])(=[O:20])[Cl:21])[c:13]([N+:15](=[O:16])[O-:17])[s:14]1.[CH3:28][C:29]#[N:30].[NH4+:1].[OH-:2]>>[NH2:1][S:18]([c:12]1[c:11]([CH2:22][NH:23][S:24](=[O:25])(=[O:26])[CH3:27])[c:10]([C:3](=[O:4])[O:5][C:6]([CH3:7])([CH3:8])[CH3:9])[s:14][c:13]1[N+:15](=[O:16])[O-:17])(=[O:19])=[O:20]. The reactants are ClC1=NC=CC(=N1)N1CCCC2=CC(=CC=C12)O (2-chloro-4-(6-hydroxy-3,4-dihydroquinolin-1(2H)-yl)pyrimidine), NC1=CC=C(C=C1)S(=O)(=O)NCC1CC1 (4-amino-N-(cyclopropylmethyl)benzenesulfonamide), C1(=CC=C(C=C1)S(=O)(=O)O)C (p-toluenesulfonic acid). Solvent: CN(C)C=O (DMF). Run at temperature 90 celsius, time 8 hour. Product: C1(CC1)CNS(=O)(=O)C1=CC=C(C=C1)NC1=NC=CC(=N1)N1CCCC2=CC(=CC=C12)O (N-(cyclopropylmethyl)-4-(4-(6-hydroxy-3,4-dihydroquinolin-1(2H)-yl)pyrimidin-2-ylamino)benzenesulfonamide). Isolated yield 54.4%. RXN SMILES: Cl[C:2]1[N:7]=[C:6]([N:8]2[C:17]3[C:12](=[CH:13][C:14]([OH:18])=[CH:15][CH:16]=3)[CH2:11][CH2:10][CH2:9]2)[CH:5]=[CH:4][N:3]=1.[NH2:19][C:20]1[CH:25]=[CH:24][C:23]([S:26]([NH:29][CH2:30][CH:31]2[CH2:33][CH2:32]2)(=[O:28])=[O:27])=[CH:22][CH:21]=1.C1(C)C=CC(S(O)(=O)=O)=CC=1>CN(C=O)C>[CH:31]1([CH2:30][NH:29][S:26]([C:23]2[CH:22]=[CH:21][C:20]([NH:19][C:2]3[N:7]=[C:6]([N:8]4[C:17]5[C:12](=[CH:13][C:14]([OH:18])=[CH:15][CH:16]=5)[CH2:11][CH2:10][CH2:9]4)[CH:5]=[CH:4][N:3]=3)=[CH:25][CH:24]=2)(=[O:28])=[O:27])[CH2:32][CH2:33]1. Procedure details: The reaction flask containing 2,4-dichloropyrimidine (372 mg, 2.5 mmol), 6-methoxy-1,2,3,4-tetrahydroquinoline (489 mg, 3 mmol) and diisopropylethylamine (0.52 mL, 3 mmol) in n-butanol (10 mL) was heated at 40° C. overnight. The solvent was evaporated, and the residue was purified by flash column chromatography to give 2-Chloro-4-(6-methoxy-3,4-dihydroquinolin-1(2H)-yl)pyrimidine (551 mg, 80%). This intermediate (250 mg, 0.91 mmol) was then dissolved in dichloromethane and treated with BBr3 (1 M... Starting materials: O (water), C1(=CC=CC=C1)S(=O)(=O)C1=CC(=C(C=C1)CC[C@H](CO)O)Br ((R)-4-(4-benzenesulfonyl-2-bromo-phenyl)-butane-1,2-diol), 2[P(t-Bu)2]-1,1-binaphthyl, [O-]P(=O)([O-])[O-].[K+].[K+].[K+] (K3PO4). The reagents and catalysts are C(C)(=O)[O-].[Pd+2].C(C)(=O)[O-] (palladium acetate). The solvent is C1CCOC1 (THF). Product: C1(=CC=CC=C1)S(=O)(=O)C1=CC=C2CC[C@@H](OC2=C1)CO (((R)-7-benzenesulfonyl-chroman-2-yl)-methanol). Yield: 88.8%. RXN SMILES: [C:1]1([S:7]([C:10]2[CH:15]=[CH:14][C:13]([CH2:16][CH2:17][C@@H:18]([OH:21])[CH2:19][OH:20])=[C:12](Br)[CH:11]=2)(=[O:9])=[O:8])[CH:6]=[CH:5][CH:4]=[CH:3][CH:2]=1.[O-]P([O-])([O-])=O.[K+].[K+].[K+].O>C1COCC1.C([O-])(=O)C.[Pd+2].C([O-])(=O)C>[C:1]1([S:7]([C:10]2[CH:15]=[C:14]3[C:13]([CH2:16][CH2:17][C@H:18]([CH2:19][OH:20])[O:21]3)=[CH:12][CH:11]=2)(=[O:9])=[O:8])[CH:6]=[CH:5][CH:4]=[CH:3][CH:2]=1 |f:1.2.3.4,7.8.9|. Reported procedure: To a solution of (R)-4-(4-benzenesulfonyl-2-bromo-phenyl)-butane-1,2-diol (1.71 g) in THF (15 mL) were added palladium acetate (30 mg), racemic 2[P(t-Bu)2]-1,1-binaphthyl (53.1 mg) and K3PO4 (1.42 g) under Argon atmosphere. The reaction was heated at reflux for 48 hours; then water was added and the mixture was extracted 3 times with EtOAc. The combined organic extracts were washed with brine, dried over Na2SO4, filtered and concentrated in vacuo. The residue was purified via flash chromatograph... The reactants are ClC1=CC(=C(OCC(=O)O)C=C1)CN1CC(N(CC1)S(=O)(=O)CC1=CC=CC=C1)C ([4-Chloro-2-[[3-methyl-4-[(phenylmethyl]sulfonyl)-1-piperazinyl]methyl]phenoxy]acetic Acid), ( a ), C(C1=CC=CC=C1)(=O)Cl (benzoyl chloride). Product: C(C1=CC=CC=C1)(=O)N1C(CN(CC1)CC1=C(OCC(=O)O)C=CC(=C1)Cl)C ([2-[(4-Benzoyl-3-methyl-1-piperazinyl)methyl]-4-chlorophenoxy]acetic Acid). RXN SMILES: [Cl:1][C:2]1[CH:12]=[CH:11][C:5]([O:6][CH2:7][C:8]([OH:10])=[O:9])=[C:4]([CH2:13][N:14]2[CH2:19][CH2:18][N:17](S(CC3C=CC=CC=3)(=O)=O)[CH:16]([CH3:30])[CH2:15]2)[CH:3]=1.[C:31](Cl)(=[O:38])[C:32]1[CH:37]=[CH:36][CH:35]=[CH:34][CH:33]=1>>[C:31]([N:17]1[CH2:18][CH2:19][N:14]([CH2:13][C:4]2[CH:3]=[C:2]([Cl:1])[CH:12]=[CH:11][C:5]=2[O:6][CH2:7][C:8]([OH:10])=[O:9])[CH2:15][CH:16]1[CH3:30])(=[O:38])[C:32]1[CH:37]=[CH:36][CH:35]=[CH:34][CH:33]=1. Reported procedure: Prepared by the method of example 30, using the product from example 56 part (a) and benzoyl chloride to give the title compound. Starting materials: COC(=O)C=1C=CC(=C2C1CC(O2)O)[N+](=O)[O-] (2-Hydroxy-7-nitro-2,3-dihydro-benzofuran-4-carboxylic acid methyl ester), ice water. Solvent: P(O)(O)(O)=O (phosphoric acid). Product: COC(=O)C=1C=CC(=C2C1C=CO2)[N+](=O)[O-] (7-nitro-benzofuran-4-carboxylic acid methyl ester). Isolated yield 40.0%. Reaction SMILES: [CH3:1][O:2][C:3]([C:5]1[CH:6]=[CH:7][C:8]([N+:15]([O-:17])=[O:16])=[C:9]2[O:13][CH:12](O)[CH2:11][C:10]=12)=[O:4]>P(=O)(O)(O)O>[CH3:1][O:2][C:3]([C:5]1[CH:6]=[CH:7][C:8]([N+:15]([O-:17])=[O:16])=[C:9]2[O:13][CH:12]=[CH:11][C:10]=12)=[O:4]. Procedure: 2-Hydroxy-7-nitro-2,3-dihydro-benzofuran-4-carboxylic acid methyl ester prepared above was heated in phosphoric acid (60 mL) at 100° C. for one hour. The reaction mixture was poured into ice water and the aqueous solution was extracted with ethyl acetate. The organic phase was washed with brine, dried (anhydrous sodium sulfate) and concentrated under reduced pressure. The residue was purified by flash column chromatography over silica gel eluting with 15% ethyl acetate in hexane to give 7-nitro-... Starting materials: O=C([O-])[O-], COc1cc(OC)nc(Oc2ccccc2C=NO)n1, Cc1cccc(C=CCBr)c1, CC#N, [K+], [K+]. Product: COc1cc(OC)nc(Oc2ccccc2C=NOCC=Cc2cccc(C)c2)n1. Reaction SMILES: [C:35](=[O:36])([O-:37])[O-:38].[CH3:1][O:2][c:3]1[n:4][c:5]([O:11][c:12]2[c:13]([CH:14]=[N:15][OH:16])[cH:17][cH:18][cH:19][cH:20]2)[n:6][c:7]([O:9][CH3:10])[cH:8]1.[CH3:21][c:22]1[cH:23][c:24]([CH:25]=[CH:26][CH2:27][Br:28])[cH:29][cH:30][cH:31]1.[CH3:32][C:33]#[N:34].[K+:39].[K+:40]>>[CH3:1][O:2][c:3]1[n:4][c:5]([O:11][c:12]2[c:13]([CH:14]=[N:15][O:16][CH2:27][CH:26]=[CH:25][c:24]3[cH:23][c:22]([CH3:21])[cH:31][cH:30][cH:29]3)[cH:17][cH:18][cH:19][cH:20]2)[n:6][c:7]([O:9][CH3:10])[cH:8]1.